Dataset: the Open Reaction Database (ORD), a public repository of structured organic reaction records. Task: describe an organic reaction: reactants, conditions, products, and yield Starting materials: C(C#C)Br (Prop-2-ynyl bromide), SC1=NC(=NN1)C(C)C (5-mercapto-3-isopropyl-1,2,4-triazole). Run in C[O-].[Na+] (sodium methoxide). Reaction SMILES: [CH2:1](Br)[C:2]#[CH:3].[SH:5][C:6]1[NH:10][N:9]=[C:8]([CH:11]([CH3:13])[CH3:12])[N:7]=1>C[O-].[Na+]>[CH:11]([C:8]1[N:7]=[C:6]([S:5][CH2:3][C:2]#[CH:1])[NH:10][N:9]=1)([CH3:13])[CH3:12] |f:2.3|. Procedure: 11.9 g. Prop-2-ynyl bromide was added to a solution of 14.3 g. 5-mercapto-3-isopropyl-1,2,4-triazole in sodium methoxide solution (2.3 g. sodium dissolved in 200 ml. methanol). Then the solution was boiled under reflux for 21/2 hours. The solvent was evaporated under reduced pressure from the steam bath and the residual solid triturated with 500 ml. cold water, filtered off and dried under vacuum to give 3-isopropyl-5-prop-2-ynylthio-1,2,4-triazole which was purified by recrystallisation in the ... Yields the product C(C)(C)C1=NNC(=N1)SCC#C (3-isopropyl-5-prop-2-ynylthio-1,2,4-triazole). Reactants: C(#N)[C@@H]1[C@H](CN(C1)C)C1=C(C(=O)OC)C(=CC=C1)OC(F)(F)F (Methyl 2-((3S,4R)-4-cyano-1-methylpyrrolidin-3-yl)-6-(trifluoromethoxy)benzoate), C(C1=CC=CC=C1)N1C[C@H]([C@@H](C1)C#N)C1=C(C(=O)OC)C=C(C=C1)Cl (Trans-methyl 2-(1-benzyl-4-cyanopyrrolidin-3-yl)-5-chlorobenzoate), aminoester. Yields the product NC[C@@H]1[C@H](CN(C1)C)C1=C(C(=O)OC)C(=CC=C1)OC(F)(F)F (Methyl 2-((3S,4S)-4-(aminomethyl)-1-methylpyrrolidin-3-yl)-6-(trifluoromethoxy)benzoate). As a reaction SMILES: [C:1]([C@H:3]1[CH2:7][N:6]([CH3:8])[CH2:5][C@@H:4]1[C:9]1[CH:18]=[CH:17][CH:16]=[C:15]([O:19][C:20]([F:23])([F:22])[F:21])[C:10]=1[C:11]([O:13][CH3:14])=[O:12])#[N:2].C(N1C[C@@H](C#N)[C@H](C2C=CC(Cl)=CC=2C(OC)=O)C1)C1C=CC=CC=1>>[NH2:2][CH2:1][C@H:3]1[CH2:7][N:6]([CH3:8])[CH2:5][C@@H:4]1[C:9]1[CH:18]=[CH:17][CH:16]=[C:15]([O:19][C:20]([F:23])([F:21])[F:22])[C:10]=1[C:11]([O:13][CH3:14])=[O:12]. Procedure details: The title compound was prepared according to the procedure outlined in Example 45C substituting the product obtained from Example 110A for the product obtained from Example 45B. In this instance, the aminoester did not cyclize. 1H NMR (300 MHz, DMSO-d6) δ ppm 1.42 (s, 1H) 2.10-2.21 (m, 1H) 2.32-2.48 (m, 4H) 2.55-2.63 (m, 1H) 2.73 (t, J=8.48 Hz, 1H) 2.79-2.87 (m, 3H) 3.87 (s, 3H) 7.28-7.36 (m, 1H) 7.55-7.64 (m, 3H); MS (DCI+) m/z 333.2 [M+H]+. Reactants: [Li+].[OH-] (LiOH), ester, C[C@]12CC[C@@]3([C@@H]([C@H]2CC[C@@H]2[C@]4(CC=C(C([C@@H]4CC[C@@]12C)(C)C)C1=CC=C(C(=O)O)C=C1)C)[C@@H](CC3)C(=C)C)NCCNC=3C=NC=CC3 (4-((1R,3aS,5aR,5bR,7aR,11aS,11bR,13aR,13bR)-5a,5b,8,8,11a-pentamethyl-1-(prop-1-en-2-yl)-3a-(2-(pyridin-3-ylamino)ethylamino)-2,3,3a,4,5,5a,5b,6,7,7a,8,11,11a,11b,12,13,13a,13b-octadecahydro-1H-cyclopenta[a]chrysen-9-yl)benzoic acid), BrC=1N(C=CN1)C (2-bromo-1-methyl-1H-imidazole), C(=O)(C(F)(F)F)O (TFA). Run in CO (methanol), O (water). Product: C[C@]12CC[C@@]3([C@@H]([C@H]2CC[C@@H]2[C@]4(CC=C(C([C@@H]4CC[C@@]12C)(C)C)C1=CC=C(C(=O)O)C=C1)C)[C@@H](CC3)C(=C)C)NCCNC=3N(C=CN3)C (4-((1R,3aS,5aR,5bR,7aR,11aS,11bR,13aR,13bR)-5a,5b,8,8,11a-pentamethyl-3a-(2-(1-methyl-1H-imidazol-2-ylamino)ethylamino)-1-(prop-1-en-2-yl)-2,3,3a,4,5,5a,5b,6,7,7a,8,11,11a,11b,12,13,13a,13b-octadecahydro-1H-cyclopenta[a]chrysen-9-yl)benzoic acid), solid. The yield is 51.5%. Reaction SMILES: [CH3:1][C@:2]12[C@@:19]3([CH3:20])[C@@H:10]([C@:11]4([CH3:32])[C@@H:16]([CH2:17][CH2:18]3)[C:15]([CH3:22])([CH3:21])[C:14]([C:23]3[CH:31]=[CH:30][C:26]([C:27]([OH:29])=[O:28])=[CH:25][CH:24]=3)=[CH:13][CH2:12]4)[CH2:9][CH2:8][C@@H:7]1[C@H:6]1[C@H:33]([C:36]([CH3:38])=[CH2:37])[CH2:34][CH2:35][C@:5]1([NH:39][CH2:40][CH2:41][NH:42][C:43]1C=NC=CC=1)[CH2:4][CH2:3]2.Br[C:50]1[N:51](C)[CH:52]=[CH:53][N:54]=1.[Li+].[OH-].C(O)(C(F)(F)F)=O>CO.O>[CH3:1][C@:2]12[C@@:19]3([CH3:20])[C@@H:10]([C@:11]4([CH3:32])[C@@H:16]([CH2:17][CH2:18]3)[C:15]([CH3:21])([CH3:22])[C:14]([C:23]3[CH:31]=[CH:30][C:26]([C:27]([OH:29])=[O:28])=[CH:25][CH:24]=3)=[CH:13][CH2:12]4)[CH2:9][CH2:8][C@@H:7]1[C@H:6]1[C@H:33]([C:36]([CH3:38])=[CH2:37])[CH2:34][CH2:35][C@:5]1([NH:39][CH2:40][CH2:41][NH:42][C:43]1[N:51]([CH3:50])[CH:52]=[CH:53][N:54]=1)[CH2:4][CH2:3]2 |f:2.3|. Reported procedure: The title compound was prepared following a similar procedure as described for the synthesis of 4-((1R,3aS,5aR,5bR,7aR,11aS,11bR,13aR,13bR)-5a,5b,8,8,11a-pentamethyl-1-(prop-1-en-2-yl)-3a-(2-(pyridin-3-ylamino)ethylamino)-2,3,3a,4,5,5a,5b,6,7,7a,8,11,11a,11b,12,13,13a,13b-octadecahydro-1H-cyclopenta[a]chrysen-9-yl)benzoic acid, except 2-bromo-1-methyl-1H-imidazole (0.015 g, 8.88 μL, 0.091 mmol) was used in place of 3-bromopyridine. Also, addition of LiOH, water and methanol were unnecessary for ... Reaction SMILES: [CH3:29][OH:30].[CH3:32][CH2:33][O:34][C:35](=[O:36])[CH3:37].[Cl-:27].[Cl:1][c:2]1[cH:3][c:4]([NH:9][c:10]2[c:11]([C:25]#[N:26])[cH:12][n:13][c:14]3[cH:15][c:16]([O:23][CH3:24])[c:17]([N+:20]([O-:21])=[O:22])[cH:18][c:19]23)[cH:5][cH:6][c:7]1[F:8].[Fe:38].[NH4+:28].[OH2:31]>>[Cl:1][c:2]1[cH:3][c:4]([NH:9][c:10]2[c:11]([C:25]#[N:26])[cH:12][n:13][c:14]3[cH:15][c:16]([O:23][CH3:24])[c:17]([NH2:20])[cH:18][c:19]23)[cH:5][cH:6][c:7]1[F:8]. Product: COc1cc2ncc(C#N)c(Nc3ccc(F)c(Cl)c3)c2cc1N. Starting materials: CO, CCOC(C)=O, [Cl-], COc1cc2ncc(C#N)c(Nc3ccc(F)c(Cl)c3)c2cc1[N+](=O)[O-], [Fe], [NH4+], O. Reactants: [N+](=O)(O)[O-] (nitric acid), C1(=CC=CC=C1)N1C(=NN=C1)C(F)(F)F (4-phenyl-3-trifluoromethyl-1,2,4-triazole). Solvent: S(O)(O)(=O)=O (sulphuric acid). Product: [N+](=O)([O-])C=1C=C(C=CC1)N1C(=NN=C1)C(F)(F)F (4-(3-nitrophenyl)-3-trifluoromethyl-1,2,4-triazole). Isolated yield 63.9%. RXN SMILES: [N+:1]([O-:4])(O)=[O:2].[C:5]1([N:11]2[CH:15]=[N:14][N:13]=[C:12]2[C:16]([F:19])([F:18])[F:17])[CH:10]=[CH:9][CH:8]=[CH:7][CH:6]=1>S(=O)(=O)(O)O>[N+:1]([C:7]1[CH:6]=[C:5]([N:11]2[CH:15]=[N:14][N:13]=[C:12]2[C:16]([F:17])([F:18])[F:19])[CH:10]=[CH:9][CH:8]=1)([O-:4])=[O:2]. Reported procedure: Fuming nitric acid (0.5 g) was added to 4-phenyl-3-trifluoromethyl-1,2,4-triazole (1.06 g) (see Example 1) in concentrated sulphuric acid (15 ml) at 5°-10° and then slowly heated to 85° for 1 hr. The cooled acid solution was poured onto ice to give 4-(3-nitrophenyl)-3-trifluoromethyl-1,2,4-triazole (0.82 g, 63.4%) m.p. 142° (from benzene). Found: C, 41.70%, H, 2.13%; F, 22.1%; N, 21.43%. C9H5F3N4O2 requires: C, 41.87%; H, 1.95%; H, 1.95%; F,22.1%; N, 21.70%). High resolution nmr spectroscopy ind...